This data is from the Open Reaction Database (ORD), a public repository of structured organic reaction records. The task is: describe an organic reaction: reactants, conditions, products, and yield Reactants: N([C@@H](C)C(=O)O)C(=O)C1=CC=CC=C1 (Bz-Ala-OH), C(Cl)(Cl)Cl (CHCl3), enol ester, benzyl oxalyl chloride, C(C1=CC=CC=C1)OCC1=CC=CC=C1.[Na] (sodium benzyloxide), CO (MeOH). Solvent: O (H2O), C(C1=CC=CC=C1)O (benzyl alcohol). Yields the product N(C(C)C(=O)C(=O)OCC1=CC=CC=C1)C(=O)C1=CC=CC=C1 (Bz-DL-Ala-CO2Bzl). Yield: 26.0%. Reaction SMILES: [NH:1]([C:7]([C:9]1[CH:14]=[CH:13][CH:12]=[CH:11][CH:10]=1)=[O:8])[C@H:2]([C:4]([OH:6])=O)[CH3:3].[CH2:15]([O:22][CH2:23]C1C=CC=CC=1)[C:16]1[CH:21]=[CH:20][CH:19]=[CH:18][CH:17]=1.[Na].C(Cl)(Cl)Cl.C[OH:36]>C(O)C1C=CC=CC=1.O>[NH:1]([C:7]([C:9]1[CH:14]=[CH:13][CH:12]=[CH:11][CH:10]=1)=[O:8])[CH:2]([C:4]([C:23]([O:22][CH2:15][C:16]1[CH:21]=[CH:20][CH:19]=[CH:18][CH:17]=1)=[O:36])=[O:6])[CH3:3] |f:1.2,^1:29|. Reported procedure: This compound was prepared from Bz-Ala-OH in 26% yield by the procedure described in Example PKC1, except that benzyl oxalyl chloride was used in place of ethyl oxayl chloride and sodium benzyloxide in benzyl alcohol was used for enol ester hydrolysis; single spot on tlc, Rf2 =0.69 (CHCl3 :MeOH=9:1); mp 95°-97° C.; MS, m/e=312 (M+ +1). Anal. Calcd. for C18H17O4N.1/2 H2O: C, 67.48; H, 5.66; N, 4.37. Found: C, 67.78; H, 5.55; N, 4.66. The reactants are FC(OC1=CC=C(C=C1)C1(CC1)C=C(C(=O)OC)F)F (1-(4-Difluoromethoxyphenyl)-1-(2-fluoro-2(methoxycarbonyl)ethenyl)cyclopropane), [H-].[Al+3].[Li+].[H-].[H-].[H-] (lithium aluminium hydride). Solvent: C(C)OCC (diethyl ether). Product: FC(OC1=CC=C(C=C1)C1(CC1)C=C(CO)F)F (1-(4-Difluoromethoxyphenyl)-1-(2-fluoro-3-hydroxyprop-1-enyl)cyclopropane). Yield: 90.7%. RXN SMILES: [F:1][CH:2]([F:20])[O:3][C:4]1[CH:9]=[CH:8][C:7]([C:10]2([CH:13]=[C:14]([F:19])[C:15](OC)=[O:16])[CH2:12][CH2:11]2)=[CH:6][CH:5]=1.[H-].[Al+3].[Li+].[H-].[H-].[H-]>C(OCC)C>[F:20][CH:2]([F:1])[O:3][C:4]1[CH:5]=[CH:6][C:7]([C:10]2([CH:13]=[C:14]([F:19])[CH2:15][OH:16])[CH2:12][CH2:11]2)=[CH:8][CH:9]=1 |f:1.2.3.4.5.6|. Procedure details: The method of Example 9 was repeated using 1-(4-difluoromethoxyphenyl)-1-(2-fluoro-2(methoxycarbonyl)-ethenyl)cyclopropane (Example 8) (0.77 g), diethyl ether (10 ml) and lithium aluminium hydride (0.2 g) to yield the title compound (0.63 g, 89%).